Task: describe an organic reaction: reactants, conditions, products, and yield. Dataset: the Open Reaction Database (ORD), a public repository of structured organic reaction records The reactants are NC1=CC(=NC(=C1)C(=O)OCC)C(CBr)=O (4-amino-6-ethoxycarbonyl-2-(α-bromoacetyl)pyridine), C(C)OC=1C=C(C(=S)N)C=CC1OCC (3,4-diethoxythiobenzamide). Yields the product C(C)OC=1C=C(C=CC1OCC)C=1SC=C(N1)C1=NC(=CC(=C1)N)C(=O)O (2-(3,4-diethoxyphenyl)-4-(4-amino-6-carboxy-2-pyridyl)thiazole). As a reaction SMILES: [NH2:1][C:2]1[CH:7]=[C:6]([C:8]([O:10]CC)=[O:9])[N:5]=[C:4]([C:13](=O)[CH2:14]Br)[CH:3]=1.[CH2:17]([O:19][C:20]1[CH:21]=[C:22]([CH:26]=[CH:27][C:28]=1[O:29][CH2:30][CH3:31])[C:23]([NH2:25])=[S:24])[CH3:18]>>[CH2:17]([O:19][C:20]1[CH:21]=[C:22]([C:23]2[S:24][CH:14]=[C:13]([C:4]3[CH:3]=[C:2]([NH2:1])[CH:7]=[C:6]([C:8]([OH:10])=[O:9])[N:5]=3)[N:25]=2)[CH:26]=[CH:27][C:28]=1[O:29][CH2:30][CH3:31])[CH3:18]. Procedure: A reaction was conducted in the same manner as in Example 1, by using 4-amino-6-ethoxycarbonyl-2-(α-bromoacetyl)pyridine and 3,4-diethoxythiobenzamide. Then, hydrolysis was conducted in the same manner as in Example 2 to obtain 2-(3,4-diethoxyphenyl)-4-(4-amino-6-carboxy-2-pyridyl)thiazole. Reactants: N1CCNCCCNCCC1 (1,4,8-triazacycloundecane), CN(P(N(C)C)N(C)C)C (hexamethylphosphorous triamide), CNC (dimethylamine). Reaction conditions: temperature 125 celsius. Yields the product N12CCN3CCCN(CCC1)P23 (1,4,8-triaza-12-phosphatricyclo[6.3.1.04,12 ]dodecane). The yield is 75.2%. RXN SMILES: [NH:1]1[CH2:11][CH2:10][CH2:9][NH:8][CH2:7][CH2:6][CH2:5][NH:4][CH2:3][CH2:2]1.CNC.CN(C)[P:17](N(C)C)N(C)C>>[N:1]12[P:17]3[N:4]([CH2:5][CH2:6][CH2:7][N:8]3[CH2:9][CH2:10][CH2:11]1)[CH2:3][CH2:2]2. Procedure: A mixture of 3.62 g of 1,4,8-triazacycloundecane and 3.75 g of hexamethylphosphorous triamide is heated to 125° C. with stirring and held at this temperature for 2 hours, by which time evolution of dimethylamine is complete. Evolution is vigorous for the first 45 minutes. Distillation affords 3.20 g (75%) 1,4,8-triaza-12-phosphatricyclo[6.3.1.04,12 ]dodecane as a water-white liquid which boils at 73°-75° C. at 0.30 mm. The reactants are COC(=O)CCSC1=CC(=NC2=CC=CC=C12)C(=O)OC (methyl 4-(2-methoxycarbonylethylthio)quinoline-2-carboxylate), [Li+].[OH-] (LiOH). The solvent is CO (MeOH). The product is C(=O)(O)CCSC1=CC(=NC2=CC=CC=C12)C(=O)O (4-(2-carboxyethylthio)quinoline-2-carboxylic acid). As a reaction SMILES: C[O:2][C:3]([CH2:5][CH2:6][S:7][C:8]1[C:17]2[C:12](=[CH:13][CH:14]=[CH:15][CH:16]=2)[N:11]=[C:10]([C:18]([O:20]C)=[O:19])[CH:9]=1)=[O:4].[Li+].[OH-]>CO>[C:3]([CH2:5][CH2:6][S:7][C:8]1[C:17]2[C:12](=[CH:13][CH:14]=[CH:15][CH:16]=2)[N:11]=[C:10]([C:18]([OH:20])=[O:19])[CH:9]=1)([OH:4])=[O:2] |f:1.2|. Reported procedure: This methyl 4-(2-methoxycarbonylethylthio)quinoline-2-carboxylate is hydrolyzed by the addition of 3 equivalents of aqueous lM LiOH in MeOH/HzO and stirring at RT. After stirring for 16 hours, the methanol is evaporated, the residue diluted with water and extracted 2x with ethyl acetate. The aqueous layer is acidified to pH 1.5 by the addition of aqueous lN HCl and the solid obtained is filtered, washed with water, and dried to afford 4-(2-carboxyethylthio)quinoline-2-carboxylic acid. Starting materials: CC1=C(SC=C1)C(=O)O (3-Methyl-2-thiophenecarboxylic acid), S(=O)(Cl)Cl (thionyl chloride), NC1=CC=C(C=C1)N1C2=C(NC(CC1=O)=O)C1=CC=CC=C1C=C2 (5-(4-aminophenyl)-1H-naphtho[1,2-b][1,4]diazepine-2,4(3H,5H)-dione). Product: CC1=C(SC=C1)C(=O)NC1=CC=C(C=C1)N1C2=C(NC(CC1=O)=O)C1=CC=CC=C1C=C2 (5-[4-[(3-Methylthiophen-2-yl)carbonylamino]phenyl]-1H-naphtho[1,2-b][1,4]diazepine-2,4(3H,5H)-dione). The yield is 95.1%. RXN SMILES: [CH3:1][C:2]1[CH:6]=[CH:5][S:4][C:3]=1[C:7]([OH:9])=O.S(Cl)(Cl)=O.[NH2:14][C:15]1[CH:20]=[CH:19][C:18]([N:21]2[C:27](=[O:28])[CH2:26][C:25](=[O:29])[NH:24][C:23]3[C:30]4[C:35]([CH:36]=[CH:37][C:22]2=3)=[CH:34][CH:33]=[CH:32][CH:31]=4)=[CH:17][CH:16]=1>>[CH3:1][C:2]1[CH:6]=[CH:5][S:4][C:3]=1[C:7]([NH:14][C:15]1[CH:20]=[CH:19][C:18]([N:21]2[C:27](=[O:28])[CH2:26][C:25](=[O:29])[NH:24][C:23]3[C:30]4[C:35]([CH:36]=[CH:37][C:22]2=3)=[CH:34][CH:33]=[CH:32][CH:31]=4)=[CH:17][CH:16]=1)=[O:9]. Reported procedure: 3-Methyl-2-thiophenecarboxylic acid (28 mg, 0.2 mmol) was treated with thionyl chloride in the same manner as that of Example 13, and then by using the resultant together with 5-(4-aminophenyl)-1H-naphtho[1,2-b][1,4]diazepine-2,4(3H,5H)-dione (32 mg, 0.1 mmol) obtained in Example 1, (3), the title compound (42 mg, yield 95%) was obtained as white crystals in the same manner as that of Example 1, (4).